From a dataset of the Open Reaction Database (ORD), a public repository of structured organic reaction records. describe an organic reaction: reactants, conditions, products, and yield The reactants are BrC1=CC=CC=2C(N(S(C21)(=O)=O)C(C)(C)C)O (7-bromo-2-(1,1-dimethylethyl)-2,3-dihydro-1,2-benzisothiazol-3-ol 1,1-dioxide), [BH4-].[Na+] (sodium borohydride). The solvent is C(=O)O (formic acid). Conditions: time 18 hour. Product: BrC1=CC=CC=2CNS(C21)(=O)=O (7-bromo-2,3-dihydro-1,2-benzisothiazole 1,1-dioxide). Yield: 55.0%. Reaction SMILES: [Br:1][C:2]1[C:10]2[S:9](=[O:12])(=[O:11])[N:8](C(C)(C)C)[CH:7](O)[C:6]=2[CH:5]=[CH:4][CH:3]=1.[BH4-].[Na+]>C(O)=O>[Br:1][C:2]1[C:10]2[S:9](=[O:12])(=[O:11])[NH:8][CH2:7][C:6]=2[CH:5]=[CH:4][CH:3]=1 |f:1.2|. Reported procedure: 7-bromo-2-(1,1-dimethylethyl)-2,3-dihydro-1,2-benzisothiazol-3-ol 1,1-dioxide (1.4 g, 4.4 mmol) was treated with formic acid (10 mL). The reaction was stirred at ambient temperature over 18 h, concentrated in vacuo and dissolved in methanol (10 mL). The mixture was cooled to 0° C. and treated with sodium borohydride (0.17 g, 4.4 mmol) in small portions over 20 min. The cooling bath was removed and the resulting reaction mixture stirred at ambient temperature over 18 h. The work-up consisted of s...